Dataset: the Open Reaction Database (ORD), a public repository of structured organic reaction records. Task: describe an organic reaction: reactants, conditions, products, and yield Reactants: C1(=CC=CC=C1)C(N1CC(C1)OCC1CO1)C1=CC=CC=C1 (1-(diphenylmethyl)-3-(2,3-epoxypropoxy)azetidine), OC1=C2C=C(NC2=CC=C1)C(=O)N (4-hydroxy-1H-indole-2-carboxamide), ice water. The solvent is O1CCOCC1 (dioxane), [OH-].[Na+] (sodium hydroxide). Run at temperature 60 celsius, time 4 hour. Yields the product C1(=CC=CC=C1)C(N1CC(C1)OCC(COC1=C2C=C(NC2=CC=C1)C(=O)N)O)C1=CC=CC=C1 (4-(3-(1-Diphenylmethylazetidin-3-oxy)-2-hydroxypropoxy)-1H-indole-2-carboxamide). As a reaction SMILES: [OH:1][C:2]1[CH:10]=[CH:9][CH:8]=[C:7]2[C:3]=1[CH:4]=[C:5]([C:11]([NH2:13])=[O:12])[NH:6]2.[C:14]1([CH:20]([C:30]2[CH:35]=[CH:34][CH:33]=[CH:32][CH:31]=2)[N:21]2[CH2:24][CH:23]([O:25][CH2:26][CH:27]3[O:29][CH2:28]3)[CH2:22]2)[CH:19]=[CH:18][CH:17]=[CH:16][CH:15]=1>[OH-].[Na+].O1CCOCC1>[C:30]1([CH:20]([C:14]2[CH:19]=[CH:18][CH:17]=[CH:16][CH:15]=2)[N:21]2[CH2:24][CH:23]([O:25][CH2:26][CH:27]([OH:29])[CH2:28][O:1][C:2]3[CH:10]=[CH:9][CH:8]=[C:7]4[C:3]=3[CH:4]=[C:5]([C:11]([NH2:13])=[O:12])[NH:6]4)[CH2:22]2)[CH:31]=[CH:32][CH:33]=[CH:34][CH:35]=1 |f:2.3|. Procedure details: 8.8 g of 4-hydroxy-1H-indole-2-carboxamide are dissolved in 250 ml of 0.8 percent strength sodium hydroxide solution and a solution of 16.3 g of 1-(diphenylmethyl)-3-(2,3-epoxypropoxy)azetidine in 250 ml of dioxane is added. The mixture is allowed to stand for 4 hours at room temperature and then warmed to 60° C. for a further 20 hours. The reaction mixture is then stirred into 1 l of ice water and extracted twice with 500 ml of methylene chloride each time. The organic phase is dried using pota... The reactants are CC(=O)Cl, ClCCl, CC(C)(C)Cn1c(Cc2ccc(N)cc2)cc2cnc(C#N)nc21. Product: CC(=O)Nc1ccc(Cc2cc3cnc(C#N)nc3n2CC(C)(C)C)cc1. As a reaction SMILES: [CH3:25][C:26]([Cl:27])=[O:28].[Cl:29][CH2:30][Cl:31].[NH2:1][c:2]1[cH:3][cH:4][c:5]([CH2:6][c:7]2[cH:8][c:9]3[c:10]([n:11][c:12]([C:15]#[N:16])[n:13][cH:14]3)[n:17]2[CH2:18][C:19]([CH3:20])([CH3:21])[CH3:22])[cH:23][cH:24]1>>[NH:1]([c:2]1[cH:3][cH:4][c:5]([CH2:6][c:7]2[cH:8][c:9]3[c:10]([n:11][c:12]([C:15]#[N:16])[n:13][cH:14]3)[n:17]2[CH2:18][C:19]([CH3:20])([CH3:21])[CH3:22])[cH:23][cH:24]1)[C:26]([CH3:25])=[O:28]. The reactants are Cc1ccccc1, OC(c1ccc(F)cc1)c1ccc(F)cc1, OCCCl. Product: Fc1ccc(C(OCCCl)c2ccc(F)cc2)cc1. As a reaction SMILES: [CH3:21][c:22]1[cH:23][cH:24][cH:25][cH:26][cH:27]1.[F:5][c:6]1[cH:7][cH:8][c:9]([CH:10]([c:11]2[cH:12][cH:13][c:14]([F:17])[cH:15][cH:16]2)[OH:18])[cH:19][cH:20]1.[OH:1][CH2:2][CH2:3][Cl:4]>>[O:1]([CH2:2][CH2:3][Cl:4])[CH:10]([c:9]1[cH:8][cH:7][c:6]([F:5])[cH:20][cH:19]1)[c:11]1[cH:12][cH:13][c:14]([F:17])[cH:15][cH:16]1. The reactants are C(C)O (ethanol), O1C(=CC2=C1C=CC=C2)C(=O)NC=2C=C1C=C(NC1=CC2)C=CC(=O)OC (Methyl 5-[(1H-benzofuran-2-ylcarbonyl)amino]-2-indoleacrylate), [OH-].[Na+] (NaOH). Solvent: CN(C)C=O (DMF). Run at time 8 hour. Yields the product O1C(=CC2=C1C=CC=C2)C(=O)NC=2C=C1C=C(NC1=CC2)C=CC(=O)O (5-[(1H-Benzofuran-2-ylcarbonyl)amino]-2-indoleacrylic acid). The yield is 91.6%. RXN SMILES: [O:1]1[C:5]2[CH:6]=[CH:7][CH:8]=[CH:9][C:4]=2[CH:3]=[C:2]1[C:10]([NH:12][C:13]1[CH:14]=[C:15]2[C:19](=[CH:20][CH:21]=1)[NH:18][C:17]([CH:22]=[CH:23][C:24]([O:26]C)=[O:25])=[CH:16]2)=[O:11].C(O)C.[OH-].[Na+]>CN(C=O)C>[O:1]1[C:5]2[CH:6]=[CH:7][CH:8]=[CH:9][C:4]=2[CH:3]=[C:2]1[C:10]([NH:12][C:13]1[CH:14]=[C:15]2[C:19](=[CH:20][CH:21]=1)[NH:18][C:17]([CH:22]=[CH:23][C:24]([OH:26])=[O:25])=[CH:16]2)=[O:11] |f:2.3|. Procedure details: 22 (60 mg, 0.167 mmol) was dissolved in DMF (1.5 mL) and ethanol (3 mL) was added. 3N NaOH solution (1.5 mL) was added and the reaction mixture was stirred overnight. The solvent was removed and water (10 mL) was added. The solution was neutralized using 20% HCl. The resulting precipitate was filtered and washed with water. 53 mg (92% yield) of yellow solid 23 was obtained. mp: 268° C. (dec). 1H NMR (DMSO-d6, ppm): 12.27 (brs, 1 H, COOH), 11.53 (s, 1 H, NH), 10.38 (s, 1 H, NH), 8.07-7.35 (m, 9 H...